describe an organic reaction: reactants, conditions, products, and yield From a dataset of the Open Reaction Database (ORD), a public repository of structured organic reaction records. Reactants: [Si](C)(C)(C(C)(C)C)OCCN[C@H](COC1=C(C=C(C=C1)F)C(F)(F)F)C ((2S)—N-(2-{[tert-butyl(dimethyl)silyl]oxy}ethyl)-1-[4-fluoro-2-(trifluoromethyl)phenoxy]propan-2-amine), Cl (hydrogen chloride). Run in CO (methanol). Reaction conditions: time 4 hour. Yields the product Cl.FC1=CC(=C(OC[C@H](C)NCCO)C=C1)C(F)(F)F (2-({(2S)-1-[4-fluoro-2-(trifluoromethyl)phenoxy]propan-2-yl}amino)ethanol, hydrochloride salt). As a reaction SMILES: [Si]([O:8][CH2:9][CH2:10][NH:11][C@@H:12]([CH3:26])[CH2:13][O:14][C:15]1[CH:20]=[CH:19][C:18]([F:21])=[CH:17][C:16]=1[C:22]([F:25])([F:24])[F:23])(C(C)(C)C)(C)C.[ClH:27]>CO>[ClH:27].[F:21][C:18]1[CH:19]=[CH:20][C:15]([O:14][CH2:13][C@@H:12]([NH:11][CH2:10][CH2:9][OH:8])[CH3:26])=[C:16]([C:22]([F:23])([F:24])[F:25])[CH:17]=1 |f:3.4|. Reported procedure: To a solution of (2S)—N-(2-{[tert-butyl(dimethyl)silyl]oxy}ethyl)-1-[4-fluoro-2-(trifluoromethyl)phenoxy]propan-2-amine (C8) (460 mg, 1.16 mmol) in methanol (5 mL) was added a solution of hydrogen chloride (4N in dioxane, 2 mL). After 4 hours, the reaction mixture was concentrated in vacuo to afford the title compound as a clear gum. Yield: 398 mg, 100%. LCMS m/z 282.0 (M+1). 1H NMR (400 MHz, CD3OD) δ 1.51 (d, J=6.8 Hz, 3H), 3.28-3.32 (m, 2H, assumed; largely obscured by solvent peak), 3.80-3.87... Starting materials: O([Si](C)(C)C(C)(C)C)[C@@H](C=O)CC ((R) -t-butyldimethylsiloxybutyraldehyde), BrC=1C(=NC=C(C1)Cl)Cl (3-bromo-2,5-dichloropyridine), O (water). Run in C(C)(C)OC(C)C (isopropyl ether), C(C)(C)OC(C)C (isopropyl ether), hexanes, C(C)(C)OC(C)C (isopropyl ether). Reaction conditions: temperature -70 celsius, time 30 minute. Product: O([Si](C)(C)C(C)(C)C)[C@@H](CC(O)C=1C(=NC=C(C1)Cl)Cl)C ([3(R)-t-Butyldimethylsiloxy, 1-Hydroxybutyl]-2,5-Dichloropyridine). Isolated yield 72.0%. As a reaction SMILES: Br[C:2]1[C:3]([Cl:9])=[N:4][CH:5]=[C:6]([Cl:8])[CH:7]=1.[O:10]([C@H:18]([CH2:21][CH3:22])[CH:19]=O)[Si:11]([C:14]([CH3:17])([CH3:16])[CH3:15])([CH3:13])[CH3:12].[OH2:23]>C(OC(C)C)(C)C>[O:10]([C@H:18]([CH3:19])[CH2:21][CH:22]([C:2]1[C:3]([Cl:9])=[N:4][CH:5]=[C:6]([Cl:8])[CH:7]=1)[OH:23])[Si:11]([C:14]([CH3:17])([CH3:16])[CH3:15])([CH3:13])[CH3:12]. Reported procedure: To a cooled (-70° C.) solution of n-butylithium (129.3 mL of 1.18M hexanes solution, 0.153 mol) in isopropyl ether was added a solution of 3-bromo-2,5-dichloropyridine (36.45 g, 0,161 mol) in isopropyl ether (225 mL) over a period of 30 minutes. The resulting white suspension was then treated with a solution of 3 (R) -t-butyldimethylsiloxybutyraldehyde (34.14 g, 0,169 tool) in isopropyl ether (106 mL) and allowed to stir for an additional 30 minutes at -70° C. followed by warming to room tempera...